describe an organic reaction: reactants, conditions, products, and yield From a dataset of the Open Reaction Database (ORD), a public repository of structured organic reaction records. The reactants are O=S(=O)(c1ccc(Br)cc1Br)N1CCOCC1, CCCC[Sn](C=COCC)(CCCC)CCCC, Cl, [Na+], O=C([O-])O, Cl[Pd]Cl, c1ccc(P(c2ccccc2)c2ccccc2)cc1, c1ccc(P(c2ccccc2)c2ccccc2)cc1. Yields the product CC(=O)c1ccc(S(=O)(=O)N2CCOCC2)c(Br)c1. Reaction SMILES: [Br:1][c:2]1[c:3]([S:9](=[O:10])(=[O:11])[N:12]2[CH2:13][CH2:14][O:15][CH2:16][CH2:17]2)[cH:4][cH:5][c:6]([Br:8])[cH:7]1.[CH2:18]([CH3:19])[O:20][CH:21]=[CH:22][Sn:23]([CH2:24][CH2:25][CH2:26][CH3:27])([CH2:28][CH2:29][CH2:30][CH3:31])[CH2:32][CH2:33][CH2:34][CH3:35].[ClH:36].[Na+:41].[O-:37][C:38]([OH:39])=[O:40].[Pd:42]([Cl:43])[Cl:44].[c:45]1([P:46]([c:47]2[cH:48][cH:49][cH:50][cH:51][cH:52]2)[c:53]2[cH:54][cH:55][cH:56][cH:57][cH:58]2)[cH:59][cH:60][cH:61][cH:62][cH:63]1.[c:64]1([P:65]([c:66]2[cH:67][cH:68][cH:69][cH:70][cH:71]2)[c:72]2[cH:73][cH:74][cH:75][cH:76][cH:77]2)[cH:78][cH:79][cH:80][cH:81][cH:82]1>>[Br:1][c:2]1[c:3]([S:9](=[O:10])(=[O:11])[N:12]2[CH2:13][CH2:14][O:15][CH2:16][CH2:17]2)[cH:4][cH:5][c:6]([C:18]([CH3:19])=[O:20])[cH:7]1.